describe an organic reaction: reactants, conditions, products, and yield From a dataset of the Open Reaction Database (ORD), a public repository of structured organic reaction records. Reaction SMILES: [CH2:29]1[O:30][CH2:31][CH2:32][CH2:33]1.[CH3:1][O:2][C:3]([CH3:4])([CH3:5])[c:6]1[cH:7][cH:8][c:9]([C:10](=[O:11])[NH:12][CH2:13][CH2:14][c:15]2[cH:16][c:17]([C:21]([F:22])([F:23])[F:24])[cH:18][cH:19][cH:20]2)[cH:25][cH:26]1.[Na+:28].[OH-:27]>>[CH3:1][O:2][C:3]([CH3:4])([CH3:5])[c:6]1[cH:7][cH:8][c:9]([CH2:10][NH:12][CH2:13][CH2:14][c:15]2[cH:16][c:17]([C:21]([F:22])([F:23])[F:24])[cH:18][cH:19][cH:20]2)[cH:25][cH:26]1. Reactants: C1CCOC1, COC(C)(C)c1ccc(C(=O)NCCc2cccc(C(F)(F)F)c2)cc1, [Na+], [OH-]. Yields the product COC(C)(C)c1ccc(CNCCc2cccc(C(F)(F)F)c2)cc1. The reactants are Cl.N(N)C=1C=CC2=C(C(=CS2)C)C1 (5-hydrazino-3-methylbenzothiophene hydrochloride), C(C)(C)N1CCC(CC1)=O (1-isopropyl-4-piperidone). Product: C(C)(C)N1CC2=C(NC3=CC=C4C(=C23)C(=CS4)C)CC1 (9-Isopropyl-1-methyl-7,8,9,10-tetrahydrothieno[3,2-e]pyrido[4,3-b]indole). RXN SMILES: Cl.[NH:2]([C:4]1[CH:5]=[CH:6][C:7]2[S:11][CH:10]=[C:9]([CH3:12])[C:8]=2[CH:13]=1)N.[CH:14]([N:17]1[CH2:22][CH2:21][C:20](=O)[CH2:19][CH2:18]1)([CH3:16])[CH3:15]>>[CH:14]([N:17]1[CH2:22][CH2:21][C:20]2[NH:2][C:4]3[C:13]([C:19]=2[CH2:18]1)=[C:8]1[C:9]([CH3:12])=[CH:10][S:11][C:7]1=[CH:6][CH:5]=3)([CH3:16])[CH3:15] |f:0.1|. Procedure: The compound is formed analogously to that described in Example 15, from 11 g of 5-hydrazino-3-methylbenzothiophene hydrochloride and 10 g of 1-isopropyl-4-piperidone. Melting point: 199°-203° C.